From a dataset of the Open Reaction Database (ORD), a public repository of structured organic reaction records. describe an organic reaction: reactants, conditions, products, and yield Starting materials: N (NH3), CN(C)CC1(CCOCC1)C1=CC=C(C=C1)O (4-(4-Dimethylaminomethyl-tetrahydro-pyran-4-yl)-phenol), ClCCCN1[C@H](CC[C@@H]1C)C (1-(3-chloro-propyl)-2,5-trans-dimethyl-pyrrolidine), C(=O)([O-])[O-].[K+].[K+] (K2CO3). The solvent is CO (MeOH), CN(C)C=O (DMF), C(Cl)Cl (DCM). Yields the product CC1N(C(CC1)C)CCCOC1=CC=C(C=C1)C1(CCOCC1)CN(C)C ((4-{4-[3-(2,5-Dimethylpyrrolidin-1-yl)propoxy]phenyl}tetra-hydro-pyran-4-ylmethyl)dimethylamine). Yield: 38.1%. Reaction SMILES: [CH3:1][N:2]([CH2:4][C:5]1([C:11]2[CH:16]=[CH:15][C:14]([OH:17])=[CH:13][CH:12]=2)[CH2:10][CH2:9][O:8][CH2:7][CH2:6]1)[CH3:3].Cl[CH2:19][CH2:20][CH2:21][N:22]1[C@@H:26]([CH3:27])[CH2:25][CH2:24][C@@H:23]1[CH3:28].C([O-])([O-])=O.[K+].[K+].N>CO.C(Cl)Cl.CN(C=O)C>[CH3:28][CH:23]1[CH2:24][CH2:25][CH:26]([CH3:27])[N:22]1[CH2:21][CH2:20][CH2:19][O:17][C:14]1[CH:15]=[CH:16][C:11]([C:5]2([CH2:4][N:2]([CH3:1])[CH3:3])[CH2:6][CH2:7][O:8][CH2:9][CH2:10]2)=[CH:12][CH:13]=1 |f:2.3.4|. Procedure: 4-(4-Dimethylaminomethyl-tetrahydro-pyran-4-yl)-phenol (330 mg, 1.43 mmol), 1-(3-chloro-propyl)-2,5-trans-dimethyl-pyrrolidine (221 mg, 1.26 mmol), DMF (7.6 ml) and K2CO3 (790 mg, 5.72 mmol) were reacted together according to general procedure B. The isolated material was subjected to chromatography on silica, eluant 95:4:1 (DCM, MeOH, NH3) to give the title compound as a yellow oil (180 mg, 34%). 1H NMR (400 MHz, CDCl3) δ7.20 (d, 2H), 6.87 (d, 2H), 4.08-3.95 (m, 2H), 3.79-3.70 (m, 2H), 3.59-3.4...